Dataset: the Open Reaction Database (ORD), a public repository of structured organic reaction records. Task: describe an organic reaction: reactants, conditions, products, and yield Starting materials: C(C)OC(C(CC1=CC=C(C=C1)OCCC1N(C(N(C1)CC1=CC2=CC=CC=C2C=C1)=O)CC1=CC=C(C=C1)OC)(OC1=CC=CC=C1)C)=O (3-(4-{2-[3-(4-methoxy-benzyl)-1-naphthalen-2-ylmethyl-2-oxo-imidazolidin-4-yl]-ethoxy}-phenyl)-2-methyl-2-phenoxy-propionic acid ethyl ester), C(C)[SiH](CC)CC (triethylsilane). Run in FC(C(=O)O)(F)F (trifluroacetic acid), O (water). Yields the product C(C)OC(C(CC1=CC=C(C=C1)OCCC1NC(N(C1)CC1=CC2=CC=CC=C2C=C1)=O)(OC1=CC=CC=C1)C)=O (2-methyl-3-{4-[2-(1-naphthalen-2-ylmethyl-2-oxo-imidazolidin-4-yl]-ethoxy)-phenyl}-2-phenoxy-propionic acid ethyl ester). The yield is 98.8%. Reaction SMILES: [CH2:1]([O:3][C:4](=[O:50])[C:5]([CH3:49])([O:42][C:43]1[CH:48]=[CH:47][CH:46]=[CH:45][CH:44]=1)[CH2:6][C:7]1[CH:12]=[CH:11][C:10]([O:13][CH2:14][CH2:15][CH:16]2[CH2:20][N:19]([CH2:21][C:22]3[CH:31]=[CH:30][C:29]4[C:24](=[CH:25][CH:26]=[CH:27][CH:28]=4)[CH:23]=3)[C:18](=[O:32])[N:17]2CC2C=CC(OC)=CC=2)=[CH:9][CH:8]=1)[CH3:2].C([SiH](CC)CC)C>FC(F)(F)C(O)=O.O>[CH2:1]([O:3][C:4](=[O:50])[C:5]([CH3:49])([O:42][C:43]1[CH:44]=[CH:45][CH:46]=[CH:47][CH:48]=1)[CH2:6][C:7]1[CH:8]=[CH:9][C:10]([O:13][CH2:14][CH2:15][CH:16]2[CH2:20][N:19]([CH2:21][C:22]3[CH:31]=[CH:30][C:29]4[C:24](=[CH:25][CH:26]=[CH:27][CH:28]=4)[CH:23]=3)[C:18](=[O:32])[NH:17]2)=[CH:11][CH:12]=1)[CH3:2]. Procedure details: A solution of 3-(4-{2-[3-(4-methoxy-benzyl)-1-naphthalen-2-ylmethyl-2-oxo-imidazolidin-4-yl]-ethoxy}-phenyl)-2-methyl-2-phenoxy-propionic acid ethyl ester (1.54 g, 2.29 mmol) and triethylsilane (0.53 g, 4.56 mmol) in trifluroacetic acid (40 mL) is stirred at room temperature under N2 for 4 hours. The reaction mixture is diluted with water and extracted with EtOAc. The organic layer is dried and the solvent removed in vacuo to afford crude product that is purified by flash chromatography using 3:... Starting materials: C(C)(C)(C)[Si](C1=CC=CC=C1)(C1=CC=CC=C1)OC1CCC(CC1)C=1OC2=C(C1)C=CC(=C2)OCC2CC2 (tert-butyl({4-[6-(cyclopropylmethoxy)-1-benzofuran-2-yl]cyclohexyl}oxy)diphenylsilane), [F-].C(CCC)[N+](CCCC)(CCCC)CCCC (tetrabutylammonium fluoride). The solvent is C1CCOC1 (THF), C1CCOC1 (THF). The product is C1(CC1)COC1=CC2=C(C=C(O2)[C@@H]2CC[C@H](CC2)O)C=C1 (trans-4-[6-(cyclopropylmethoxy)-1-benzofuran-2-yl]cyclohexanol). The yield is 36.0%. As a reaction SMILES: C([Si]([O:18][CH:19]1[CH2:24][CH2:23][CH:22]([C:25]2[O:26][C:27]3[CH:33]=[C:32]([O:34][CH2:35][CH:36]4[CH2:38][CH2:37]4)[CH:31]=[CH:30][C:28]=3[CH:29]=2)[CH2:21][CH2:20]1)(C1C=CC=CC=1)C1C=CC=CC=1)(C)(C)C.[F-].C([N+](CCCC)(CCCC)CCCC)CCC>C1COCC1>[CH:36]1([CH2:35][O:34][C:32]2[CH:31]=[CH:30][C:28]3[CH:29]=[C:25]([C@H:22]4[CH2:23][CH2:24][C@H:19]([OH:18])[CH2:20][CH2:21]4)[O:26][C:27]=3[CH:33]=2)[CH2:37][CH2:38]1 |f:1.2|. Procedure: A solution of a solution of tert-butyl({4-[6-(cyclopropylmethoxy)-1-benzofuran-2-yl]cyclohexyl}oxy)diphenylsilane (3.36 g) and tetrabutylammonium fluoride in THF (1.0 M, 12.8 mL) in THF (30 mL) was stirred at room temperature overnight and extracted with ethyl acetate and water. The obtained organic layer was washed with saturated brine, dried over anhydrous magnesium sulfate, and concentrated under reduced pressure. The obtained residue was purified by silica gel chromatography (hexane/ethyl ac... Starting materials: NC(Cc1ccccc1)C(F)(F)F, CC(=O)OC(C)=O. Product: CC1=NC(C(F)(F)F)Cc2ccccc21. RXN SMILES: [CH2:1]([c:2]1[cH:3][cH:4][cH:5][cH:6][cH:7]1)[CH:8]([C:9]([F:10])([F:11])[F:12])[NH2:13].[CH3:14][C:15]([O:16][C:17](=[O:18])[CH3:19])=[O:20]>>[CH2:1]1[c:2]2[cH:3][cH:4][cH:5][cH:6][c:7]2[C:15]([CH3:14])=[N:13][CH:8]1[C:9]([F:10])([F:11])[F:12]. Reactants: BrBr (bromine), [Br-].BrC=1C=CC=2NC3=CC=C(C=C3[SeH+]C2C1)Br (3,7-dibromo-phenoselenazin-5-ylium bromide), C1=CC=CC=2[Se]C3=CC=CC=C3NC12 (phenoselenazine), O (water). Solvent: C(C)(=O)O (acetic acid), C(C)(=O)O (acetic acid). Conditions: time 18 hour. Product: [Br-].C(CCC)N(CCCC)C=1C=CC=2NC3=CC=C(C=C3[SeH+]C2C1)N(CCCC)CCCC (3,7-Bis-(N,N-dibutylamino)-phenoselenazin-5-ylium bromide). Isolated yield 17.0%. Reaction SMILES: [CH:1]1[C:14]2[NH:13][C:12]3[C:7](=[CH:8][CH:9]=[CH:10][CH:11]=3)[Se:6][C:5]=2[CH:4]=[CH:3][CH:2]=1.BrBr.O.[Br-].[Br:19][C:20]1[CH:21]=[CH:22][C:23]2[NH:24][C:25]3[C:30]([SeH+]C=2C=1)=[CH:29][C:28](Br)=CC=3>C(O)(=O)C>[Br-:19].[CH2:12]([N:13]([C:3]1[CH:2]=[CH:1][C:14]2[NH:13][C:12]3[C:7]([SeH+:6][C:5]=2[CH:4]=1)=[CH:8][C:9]([N:24]([CH2:23][CH2:22][CH2:21][CH3:20])[CH2:25][CH2:30][CH2:29][CH3:28])=[CH:10][CH:11]=3)[CH2:14][CH2:5][CH2:4][CH3:3])[CH2:11][CH2:10][CH3:9] |f:3.4,6.7|. Procedure: To a stirred solution of phenoselenazine (1.00 g) in glacial acetic acid (170 cm3), under nitrogen and cooled in an ice-bath was added a solution of bromine (10 cm3) in glacial acetic acid (10 cm3). After 10 minutes the reaction mixture was poured into rapidly stirred water (400 cm3). The resultant 3,7-dibromo-phenoselenazin-5-ylium bromide was deposited as a dark solid and was collected by filtration, washed with diethyl ether and dried. A portion of the product (1.24 g) was added to a vigorous... Reactants: CC1=CC=C(C=N1)N (6-Methyl-pyridin-3-ylamine), FC(C1=CC=C(C=N1)CC#N)(F)F ((6-Trifluoromethyl-pyridin-3-yl)-acetonitrile), FC1=CC=C(C=C1)C(C(=O)O)=O ((4-Fluoro-phenyl)-oxo-acetic acid). Product: FC1=CC=C(C=C1)[C@@H](C(=O)N(CCC=1C=NC(=CC1)C(F)(F)F)C=1C=NC(=CC1)C)O ((S)-2-(4-Fluoro-phenyl)-2-hydroxy-N-(6-methyl-pyridin-3-yl)-N-[2-(6-trifluoromethyl-pyridin-3-yl)-ethyl]-acetamide). As a reaction SMILES: [CH3:1][C:2]1[N:7]=[CH:6][C:5]([NH2:8])=[CH:4][CH:3]=1.[F:9][C:10]([F:21])([F:20])[C:11]1[N:16]=[CH:15][C:14]([CH2:17][C:18]#N)=[CH:13][CH:12]=1.[F:22][C:23]1[CH:28]=[CH:27][C:26]([C:29](=[O:33])[C:30](O)=[O:31])=[CH:25][CH:24]=1>>[F:22][C:23]1[CH:24]=[CH:25][C:26]([C@H:29]([OH:33])[C:30]([N:8]([C:5]2[CH:6]=[N:7][C:2]([CH3:1])=[CH:3][CH:4]=2)[CH2:18][CH2:17][C:14]2[CH:15]=[N:16][C:11]([C:10]([F:21])([F:20])[F:9])=[CH:12][CH:13]=2)=[O:31])=[CH:27][CH:28]=1. Procedure details: In analogy to example 47, steps 2, 3 & 4, 6-Methyl-pyridin-3-ylamine, (6-Trifluoromethyl-pyridin-3-yl)-acetonitrile & (4-Fluoro-phenyl)-oxo-acetic acid were successively coupled and reduced to give after separation by chromatography on a chiral column (+ve rotation) the target compound. MS(m/e): 434.1 [M+H]+. Starting materials: C([O-])([O-])=O.[Cs+].[Cs+] (cesium carbonate), C(C)(C)(C)OC(N(CC)C1=NN(C2=C1C=NC(=C2)Cl)C(C2=CC=CC=C2)(C2=CC=CC=C2)C2=CC=CC=C2)=O (tert-butyl(6-chloro-1-trityl-1H-pyrazolo[4,3-c]pyridin-3-yl)(ethyl)carbamate), C(N)(OCC1=CC=CC=C1)=O (benzyl carbamate), C1(CCCCC1)P(C1=C(C(=CC=C1OC)OC)C1=C(C=C(C=C1C(C)C)C(C)C)C(C)C)C1CCCCC1 (2-(dicyclohexylphosphino)3,6-dimethoxy-2′,4′,6′-triisopropyl-1,1′-biphenyl), BrettPhos-G3-Pd. Solvent: O1CCOCC1 (Dioxane). Run at temperature 100 celsius, time 16 hour. Yields the product C(C)(C)(C)OC(N(CC)C1=NN(C2=C1C=NC(=C2)NC(=O)OCC2=CC=CC=C2)C(C2=CC=CC=C2)(C2=CC=CC=C2)C2=CC=CC=C2)=O (tert-butyl(6-(((benzyloxy)carbonyl)amino)-1-trityl-1H-pyrazolo[4,3-c]pyridin-3-yl)(ethyl)carbamate). The yield is 37.1%. RXN SMILES: C(=O)([O-])[O-].[Cs+].[Cs+].[C:7]([O:11][C:12](=[O:45])[N:13]([C:16]1[C:20]2[CH:21]=[N:22][C:23](Cl)=[CH:24][C:19]=2[N:18]([C:26]([C:39]2[CH:44]=[CH:43][CH:42]=[CH:41][CH:40]=2)([C:33]2[CH:38]=[CH:37][CH:36]=[CH:35][CH:34]=2)[C:27]2[CH:32]=[CH:31][CH:30]=[CH:29][CH:28]=2)[N:17]=1)[CH2:14][CH3:15])([CH3:10])([CH3:9])[CH3:8].[C:46](=[O:56])([O:48][CH2:49][C:50]1[CH:55]=[CH:54][CH:53]=[CH:52][CH:51]=1)[NH2:47].C1(P(C2CCCCC2)C2C(OC)=CC=C(OC)C=2C2C(C(C)C)=CC(C(C)C)=CC=2C(C)C)CCCCC1>O1CCOCC1>[C:7]([O:11][C:12](=[O:45])[N:13]([C:16]1[C:20]2[CH:21]=[N:22][C:23]([NH:47][C:46]([O:48][CH2:49][C:50]3[CH:55]=[CH:54][CH:53]=[CH:52][CH:51]=3)=[O:56])=[CH:24][C:19]=2[N:18]([C:26]([C:39]2[CH:44]=[CH:43][CH:42]=[CH:41][CH:40]=2)([C:33]2[CH:38]=[CH:37][CH:36]=[CH:35][CH:34]=2)[C:27]2[CH:32]=[CH:31][CH:30]=[CH:29][CH:28]=2)[N:17]=1)[CH2:14][CH3:15])([CH3:10])([CH3:9])[CH3:8] |f:0.1.2|. Reported procedure: A 20 mL microwave vial was charged with cesium carbonate (907 mg, 2.78 mmol), tert-butyl(6-chloro-1-trityl-1H-pyrazolo[4,3-c]pyridin-3-yl)(ethyl)carbamate (500 mg, 0.928 mmol), benzyl carbamate (421 mg, 2.78 mmol), 2-(dicyclohexylphosphino)3,6-dimethoxy-2′,4′,6′-triisopropyl-1,1′-biphenyl (34.9 mg, 0.065 mmol) and BrettPhos-G3-Pd (58.9 mg, 0.065 mmol). Dioxane (10 ml) was added, the vial was flushed with argon, capped and the contents heated to 100° C. with stirring for 16 h. The reaction mixtur... Reactants: O1C(OCC1)C=1C=C(SC1[Si](C)(C)C)/C=C/C(=O)OC (methyl (2E)-3-[4-(1,3-dioxolan-2-yl)-5-(trimethylsilyl)thiophen-2-yl]acrylate), O (water), [Cl-].[NH4+] (ammonium chloride), O1CCCC1.[F-].C(CCC)[N+](CCCC)(CCCC)CCCC (Tetrabutylammoniumfluoride tetrahydrofuran). Solvent: O1CCCC1 (tetrahydrofuran). Conditions: temperature 0 celsius, time 10 minute. Yields the product O1C(OCC1)C=1C=C(SC1)/C=C/C(=O)OC (methyl (2E)-3-[4-(1,3-dioxolan-2-yl)thiophen-2-yl]acrylate). Isolated yield 99.7%. As a reaction SMILES: [O:1]1[CH2:5][CH2:4][O:3][CH:2]1[C:6]1[CH:7]=[C:8](/[CH:15]=[CH:16]/[C:17]([O:19][CH3:20])=[O:18])[S:9][C:10]=1[Si](C)(C)C.O.O1CCCC1.[F-].C([N+](CCCC)(CCCC)CCCC)CCC.[Cl-].[NH4+]>O1CCCC1>[O:1]1[CH2:5][CH2:4][O:3][CH:2]1[C:6]1[CH:7]=[C:8](/[CH:15]=[CH:16]/[C:17]([O:19][CH3:20])=[O:18])[S:9][CH:10]=1 |f:2.3.4,5.6|. Reported procedure: To a solution of methyl (2E)-3-[4-(1,3-dioxolan-2-yl)-5-(trimethylsilyl)thiophen-2-yl]acrylate (4.000 g, 12.80 mmol) in tetrahydrofuran (20 ml) was added water (0.2 ml), and the mixture was cooled to 0° C. Tetrabutylammoniumfluoride tetrahydrofuran solution (1M, 13.4 ml, 13.4 mmol) was added, and the mixture was stirred at 0° C. for 5 min and at room temperature for 10 min. The mixture was cooled to 0° C., saturated aqueous ammonium chloride solution (40 ml) was added, and the mixture was extrac...